This data is from the Open Reaction Database (ORD), a public repository of structured organic reaction records. The task is: describe an organic reaction: reactants, conditions, products, and yield The reactants are C1(=CC=CC=C1)OC(N(C(C)C)CCS(=O)(=O)C1=CC(=C(C=C1)Cl)Cl)=O (N-[2-[(3,4-dichlorophenyl)sulfonyl]ethyl]-N-(1-methylethyl)carbamic acid phenyl ester), sodium hydroxide ice. Run in Br (HBr). Yields the product ClC=1C=C(C=CC1Cl)S(=O)(=O)CCNC(C)C (N-[2-[(3,4-Dichlorophenyl)sulfonyl]ethyl]-2-propanamine). Yield: 32.4%. As a reaction SMILES: C1(OC(=O)[N:9]([CH2:13][CH2:14][S:15]([C:18]2[CH:23]=[CH:22][C:21]([Cl:24])=[C:20]([Cl:25])[CH:19]=2)(=[O:17])=[O:16])[CH:10]([CH3:12])[CH3:11])C=CC=CC=1>Br>[Cl:25][C:20]1[CH:19]=[C:18]([S:15]([CH2:14][CH2:13][NH:9][CH:10]([CH3:12])[CH3:11])(=[O:16])=[O:17])[CH:23]=[CH:22][C:21]=1[Cl:24]. Procedure details: A solution of 44.27 g (0.107 mole of N-[2-[(3,4-dichlorophenyl)sulfonyl]ethyl]-N-(1-methylethyl)carbamic acid phenyl ester in 300 ml of 48% HBr was heated at reflux for 12 hr. The reaction mixture was cooled to room temperature, made alkaline with 50% sodium hydroxide-ice and extracted with chloroform. The chloroform layer was extracted with 1N sulfuric acid. The sulfuric acid layer was extracted with chloroform and the chloroform layers combined and evaporated to an oil, the free base of the ti... Starting materials: [F-].C(CCC)[N+](CCCC)(CCCC)CCCC (Tetrabutylammonium fluoride), O1CCCC1 (tetrahydrofuran), BrC=1C=NC=C(C1)C1=CN(C=C1)[Si](C(C)C)(C(C)C)C(C)C (3-bromo-5-(1-(triisopropylsilyl)-1H-pyrrol-3-yl)pyridine). Run in O (water). Run at time 2 hour. The product is BrC=1C=NC=C(C1)C1=CNC=C1 (3-bromo-5-(1H-pyrrol-3-yl)pyridine). The yield is 67.1%. RXN SMILES: [F-].C([N+](CCCC)(CCCC)CCCC)CCC.O1CCCC1.[Br:24][C:25]1[CH:26]=[N:27][CH:28]=[C:29]([C:31]2[CH:35]=[CH:34][N:33]([Si](C(C)C)(C(C)C)C(C)C)[CH:32]=2)[CH:30]=1>O>[Br:24][C:25]1[CH:26]=[N:27][CH:28]=[C:29]([C:31]2[CH:35]=[CH:34][NH:33][CH:32]=2)[CH:30]=1 |f:0.1|. Reported procedure: Tetrabutylammonium fluoride (1M tetrahydrofuran solution: 1 ml) was added to a tetrahydrofuran (2 ml) solution containing 3-bromo-5-(1-(triisopropylsilyl)-1H-pyrrol-3-yl)pyridine (71 mg), followed by stirring at room temperature for 2 hours. The reaction solution was poured into water, followed by extraction with ethyl acetate. The resultant was washed with saturated saline and dried over anhydrous sodium sulfate. Then the solvent was distilled away under reduced pressure, the obtained residue w... Product: FC1=C(C=C(C(=C1)C)SCC(F)(F)F)N1N=C(C=C1CC(=O)N)OCC(C(F)(F)F)(F)F (1-{2-fluoro-4-methyl-5-(2,2,2-trifluoroethylthio)phenyl}-3-(2,2,3,3,3-pentafluoropropoxy)pyrazole-5-carboxyamide). Conditions: time 1 hour. The solvent is ClCCl (dichloromethane). RXN SMILES: [F:1][C:2]1[CH:7]=[C:6]([CH3:8])[C:5]([S:9][CH2:10][C:11]([F:14])([F:13])[F:12])=[CH:4][C:3]=1[N:15]1[C:19]([C:20](O)=O)=[CH:18][C:17]([O:23][CH2:24][C:25]([F:31])([F:30])[C:26]([F:29])([F:28])[F:27])=[N:16]1.C(Cl)(=O)C(Cl)=O.C[N:39](C)[CH:40]=[O:41]>ClCCl>[F:1][C:2]1[CH:7]=[C:6]([CH3:8])[C:5]([S:9][CH2:10][C:11]([F:14])([F:13])[F:12])=[CH:4][C:3]=1[N:15]1[C:19]([CH2:20][C:40]([NH2:39])=[O:41])=[CH:18][C:17]([O:23][CH2:24][C:25]([F:31])([F:30])[C:26]([F:29])([F:27])[F:28])=[N:16]1. Reactants: C(C(=O)Cl)(=O)Cl (oxalyl dichloride), CN(C=O)C (N,N-dimethylformamide), FC1=C(C=C(C(=C1)C)SCC(F)(F)F)N1N=C(C=C1C(=O)O)OCC(C(F)(F)F)(F)F (1-{2-fluoro-4-methyl-5-(2,2,2-trifluoroethylthio)phenyl}-3-(2,2,3,3,3-pentafluoropropoxy)pyrazole-5-carboxylic acid). Procedure: 0.84 g of 1-{2-fluoro-4-methyl-5-(2,2,2-trifluoroethylthio)phenyl}-3-(2,2,3,3,3-pentafluoropropoxy)pyrazole-5-carboxylic acid was dissolved in 10 mL of dichloromethane, and 0.2 mL of oxalyl dichloride and N,N-dimethylformamide in a catalytic amount were added, followed by stirring at room temperature for 1 hour. Then, the solvent was distilled off under reduced pressure, and the resulting product was dissolved in 10 mL of tetrahydrofuran, and the solution was dropwise added to a mixed solution c... Starting materials: Cc1nc(-c2ccc(C(F)(F)F)cc2)sc1COc1ccc2c(Cl)cn(CC(=O)OC(C)(C)C)c2c1, [Li+], [OH-]. Product: Cc1nc(-c2ccc(C(F)(F)F)cc2)sc1COc1ccc2c(Cl)cn(CC(=O)O)c2c1. RXN SMILES: [C:1]([CH3:2])([CH3:3])([CH3:4])[O:5][C:6]([CH2:7][n:8]1[cH:9][c:10]([Cl:35])[c:11]2[cH:12][cH:13][c:14]([O:17][CH2:18][c:19]3[c:20]([CH3:34])[n:21][c:22](-[c:24]4[cH:25][cH:26][c:27]([C:30]([F:31])([F:32])[F:33])[cH:28][cH:29]4)[s:23]3)[cH:15][c:16]12)=[O:36].[Li+:38].[OH-:37]>>[O:5]=[C:6]([CH2:7][n:8]1[cH:9][c:10]([Cl:35])[c:11]2[cH:12][cH:13][c:14]([O:17][CH2:18][c:19]3[c:20]([CH3:34])[n:21][c:22](-[c:24]4[cH:25][cH:26][c:27]([C:30]([F:31])([F:32])[F:33])[cH:28][cH:29]4)[s:23]3)[cH:15][c:16]12)[OH:36]. The reactants are C(C)(C)(C)OC(N(C=1C=NC(=CC1)OC)C1=NC(=C(C=C1)C(O)C1=CN(C=2N=CN=C(C21)C2CC2)S(=O)(=O)C2=CC=CC=C2)F)=O ({5-[(7-benzenesulfonyl-4-cyclopropyl-7H-pyrrolo[2,3-d]pyrimidin-5-yl)-hydroxy-methyl]-6-fluoro-pyridin-2-yl}-(6-methoxy-pyridin-3-yl)-carbamic acid tert-butyl ester), C(C)[SiH](CC)CC (triethylsilane), FC(C(=O)O)(F)F (trifluoroacetic acid), C([O-])([O-])=O.[K+].[K+] (potassium carbonate). Run in ClCCCl (1,2-dichloroethane). Conditions: temperature 80 celsius, time 4 hour. Product: C1(=CC=CC=C1)S(=O)(=O)N1C=C(C2=C1N=CN=C2C2CC2)CC=2C=CC(=NC2F)NC=2C=NC(=CC2)OC ([5-(7-Benzenesulfonyl-4-cyclopropyl-7H-pyrrolo[2,3-d]pyrimidin-5-ylmethyl)-6-fluoro-pyridin-2-yl]-(6-methoxy-pyridin-3-yl)-amine). The yield is 71.5%. As a reaction SMILES: C(OC(=O)[N:7]([C:16]1[CH:21]=[CH:20][C:19]([CH:22]([C:24]2[C:32]3[C:31]([CH:33]4[CH2:35][CH2:34]4)=[N:30][CH:29]=[N:28][C:27]=3[N:26]([S:36]([C:39]3[CH:44]=[CH:43][CH:42]=[CH:41][CH:40]=3)(=[O:38])=[O:37])[CH:25]=2)O)=[C:18]([F:45])[N:17]=1)[C:8]1[CH:9]=[N:10][C:11]([O:14][CH3:15])=[CH:12][CH:13]=1)(C)(C)C.C([SiH](CC)CC)C.FC(F)(F)C(O)=O.C(=O)([O-])[O-].[K+].[K+]>ClCCCl>[C:39]1([S:36]([N:26]2[C:27]3[N:28]=[CH:29][N:30]=[C:31]([CH:33]4[CH2:34][CH2:35]4)[C:32]=3[C:24]([CH2:22][C:19]3[CH:20]=[CH:21][C:16]([NH:7][C:8]4[CH:9]=[N:10][C:11]([O:14][CH3:15])=[CH:12][CH:13]=4)=[N:17][C:18]=3[F:45])=[CH:25]2)(=[O:38])=[O:37])[CH:44]=[CH:43][CH:42]=[CH:41][CH:40]=1 |f:3.4.5|. Procedure details: To {5-[(7-benzenesulfonyl-4-cyclopropyl-7H-pyrrolo[2,3-d]pyrimidin-5-yl)-hydroxy-methyl]-6-fluoro-pyridin-2-yl}-(6-methoxy-pyridin-3-yl)-carbamic acid tert-butyl ester (75, 0.290 g, 0.448 mmol) in 9.93 mL of 1,2-dichloroethane, triethylsilane (0.31 mL, 2.0 mmol) and trifluoroacetic acid (0.16 mL, 2.0 mmol) are added and the reaction stirred at 80° C. for 4 hours. The reaction is poured into aqueous potassium carbonate and extracted with ethyl acetate. The organic layer is dried with sodium sulfa... Starting materials: O=[N+]([O-])c1cc2c(c3ccccc13)C(CCl)CN2, [K+], O=[N+]([O-])[O-], O=S(=O)(O)O. Product: O=[N+]([O-])c1cccc2c3c(cc([N+](=O)[O-])c12)NCC3CCl. Reaction SMILES: [Cl:1][CH2:2][CH:3]1[CH2:4][NH:5][c:6]2[cH:7][c:8]([N+:16](=[O:17])[O-:18])[c:9]3[c:10]([c:11]21)[cH:12][cH:13][cH:14][cH:15]3.[K+:23].[N+:19](=[O:20])([O-:21])[O-:22].[S:24](=[O:25])(=[O:26])([OH:27])[OH:28]>>[Cl:1][CH2:2][CH:3]1[CH2:4][NH:5][c:6]2[cH:7][c:8]([N+:16](=[O:17])[O-:18])[c:9]3[c:10]([c:11]21)[cH:12][cH:13][cH:14][c:15]3[N+:19](=[O:20])[O-:21]. The solvent is Br (HBr). Product: OC1=NOC(=C1C)C(=O)O (3-Hydroxy-4-methylisoxazole-5-carboxylic Acid). Reaction SMILES: C([O:3][C:4]1[C:8]([CH3:9])=[C:7]([C:10]([OH:12])=[O:11])[O:6][N:5]=1)C>Br>[OH:3][C:4]1[C:8]([CH3:9])=[C:7]([C:10]([OH:12])=[O:11])[O:6][N:5]=1. The yield is 23.8%. Starting materials: C(C)OC1=NOC(=C1C)C(=O)O (3-Ethoxy-4-methylisoxazole-5-carboxylic acid). Reported procedure: 3-Ethoxy-4-methylisoxazole-5-carboxylic acid (15 g, 88 mmol) and 47% HBr (aq) (150 mL) was boiled under reflux for 6 h. The solution was cooled and crystalline title compound was collected by filtration (8.7 g, 69%): mp 257-259° C. The acidic filtrate was added water (100 mL), and extracted with diethyl ether (6×400 mL). The organic extracts were washed with brine (100 mL), dried (MgSO4) and concentrated in vacuo to give crude title compound (3.0 g, 24%). Overall yield of 93%. A mixture of the t...